Dataset: the Open Reaction Database (ORD), a public repository of structured organic reaction records. Task: describe an organic reaction: reactants, conditions, products, and yield The product is CCc1ccc(Cc2ccc(OCCO)cc2OC2OC(CO)C(O)C(O)C2O)cc1. Starting materials: C, CCO, CCc1ccc(Cc2ccc(OCCOCc3ccccc3)cc2OC2OC(CO)C(O)C(O)C2O)cc1, [Pd]. As a reaction SMILES: [C:42].[CH3:39][CH2:40][OH:41].[O:1]([CH:2]1[CH:3]([OH:4])[CH:5]([OH:6])[CH:7]([OH:8])[CH:9]([CH2:11][OH:12])[O:10]1)[c:13]1[c:14]([CH2:30][c:31]2[cH:32][cH:33][c:34]([CH2:37][CH3:38])[cH:35][cH:36]2)[cH:15][cH:16][c:17]([O:19][CH2:20][CH2:21][O:22][CH2:23][c:24]2[cH:25][cH:26][cH:27][cH:28][cH:29]2)[cH:18]1.[Pd:43]>>[O:1]([CH:2]1[CH:3]([OH:4])[CH:5]([OH:6])[CH:7]([OH:8])[CH:9]([CH2:11][OH:12])[O:10]1)[c:13]1[c:14]([CH2:30][c:31]2[cH:32][cH:33][c:34]([CH2:37][CH3:38])[cH:35][cH:36]2)[cH:15][cH:16][c:17]([O:19][CH2:20][CH2:21][OH:22])[cH:18]1.